From a dataset of the Open Reaction Database (ORD), a public repository of structured organic reaction records. describe an organic reaction: reactants, conditions, products, and yield The reactants are C1COC(CCCCl)(C2=CC=C(C=C2)F)O1 (4'-fluoro-4-chlorobutyrophenone ethylene ketal), ClC1=CC=CC2=C1SC=C2NC2=CC=NC=C2 (7-chloro-3-(4-pyridinyl)aminobenzo[b]thiophene), [H-].[Na+] (sodium hydride). Solvent: CN(C)C=O (DMF), CO (methanol), CN(C)C=O (DMF), CO (methanol). Conditions: temperature 70 celsius, time 3 hour. Product: Cl.ClC1=CC=CC2=C1SC=C2N(C2=CC=NC=C2)CCCC(C2=CC=C(C=C2)F)=O (7-Chloro-3-[(3-(4-fluorobenzoyl)propyl)(4-pyridinyl)amino]benzo[b]thiophene hydrochloride). The yield is 67.4%. RXN SMILES: [H-].[Na+].[Cl:3][C:4]1[C:9]2[S:10][CH:11]=[C:12]([NH:13][C:14]3[CH:19]=[CH:18][N:17]=[CH:16][CH:15]=3)[C:8]=2[CH:7]=[CH:6][CH:5]=1.C1O[C:23]([C:28]2[CH:33]=[CH:32][C:31]([F:34])=[CH:30][CH:29]=2)([CH2:24][CH2:25][CH2:26]Cl)[O:22]C1>CN(C=O)C.CO>[ClH:3].[Cl:3][C:4]1[C:9]2[S:10][CH:11]=[C:12]([N:13]([CH2:26][CH2:25][CH2:24][C:23](=[O:22])[C:28]3[CH:29]=[CH:30][C:31]([F:34])=[CH:32][CH:33]=3)[C:14]3[CH:19]=[CH:18][N:17]=[CH:16][CH:15]=3)[C:8]=2[CH:7]=[CH:6][CH:5]=1 |f:0.1,6.7|. Procedure: To a mixture of sodium hydride (645 mg, 16.13 mmole) in DMF (10 mL) was added dropwise a solution of 7-chloro-3-(4-pyridinyl)aminobenzo[b]thiophene (3.5 g, 13.44 mmole) in DMF (35 mL) and then 4'-fluoro-4-chlorobutyrophenone ethylene ketal (3.95 g, 16.13 mmole) was added. This mixture was heated with stirring at 70° C. for three hours, poured into ice and extracted with ethyl acetate. The organics were washed twice with water, dried (MgSO4), and then concentrated. The residue was flash chromatog... Yields the product C1=C(C=CC2=CC=C(C=C12)C=1C=C(C=C(C(=O)OCC)C1)C(=O)OCC)C=1C=C(C=C(C(=O)OCC)C1)C(=O)OCC (Tetraethyl 5,5′-(naphthalene-2,7-diyl)diisophthalate). As a reaction SMILES: Br[C:2]1[CH:11]=[CH:10][C:9]2[C:4](=[CH:5][C:6](Br)=[CH:7][CH:8]=2)[CH:3]=1.CC1(C)C(C)(C)OB([C:21]2[CH:22]=[C:23]([C:32]([O:34][CH2:35][CH3:36])=[O:33])[CH:24]=[C:25]([CH:31]=2)[C:26]([O:28][CH2:29][CH3:30])=[O:27])O1.[F-].[Cs+]>C1C=CC([P]([Pd]([P](C2C=CC=CC=2)(C2C=CC=CC=2)C2C=CC=CC=2)([P](C2C=CC=CC=2)(C2C=CC=CC=2)C2C=CC=CC=2)[P](C2C=CC=CC=2)(C2C=CC=CC=2)C2C=CC=CC=2)(C2C=CC=CC=2)C2C=CC=CC=2)=CC=1>[CH:3]1[C:4]2[C:9](=[CH:8][CH:7]=[C:6]([C:21]3[CH:31]=[C:25]([C:26]([O:28][CH2:29][CH3:30])=[O:27])[CH:24]=[C:23]([CH:22]=3)[C:32]([O:34][CH2:35][CH3:36])=[O:33])[CH:5]=2)[CH:10]=[CH:11][C:2]=1[C:21]1[CH:31]=[C:25]([C:26]([O:28][CH2:29][CH3:30])=[O:27])[CH:24]=[C:23]([CH:22]=1)[C:32]([O:34][CH2:35][CH3:36])=[O:33] |f:2.3,^1:43,45,64,83|. The reactants are BrC1=CC2=CC(=CC=C2C=C1)Br (2,7-dibromonaphthalene), CC1(OB(OC1(C)C)C=1C=C(C=C(C(=O)OCC)C1)C(=O)OCC)C (diethyl 5-(4,4,5,5-tetramethyl-1,3,2-dioxaborolan-2-yl)isophthalate), [F-].[Cs+] (CsF). Procedure details: To a 250 mL Schlenk flask, 2,7-dibromonaphthalene (2.00 g, 6.99 mmol), diethyl 5-(4,4,5,5-tetramethyl-1,3,2-dioxaborolan-2-yl)isophthalate (6.09 g, 17.48 mmol), CsF (4.00 g) and Pd(PPh3)4 (200 mg) were added. The flask was connected to a Schlenk line and evacuated of air then refilled with nitrogen. 160 mL of 1,2-dimethoxyethane (DME) was degassed (two hours) and added to the flask through a canula. The flask was equipped with a water condenser and refluxed under nitrogen for 2 days. The solvent... The reagents and catalysts are C=1C=CC(=CC1)[P](C=2C=CC=CC2)(C=3C=CC=CC3)[Pd]([P](C=4C=CC=CC4)(C=5C=CC=CC5)C=6C=CC=CC6)([P](C=7C=CC=CC7)(C=8C=CC=CC8)C=9C=CC=CC9)[P](C=1C=CC=CC1)(C=1C=CC=CC1)C=1C=CC=CC1 (Pd(PPh3)4). The yield is 76.0%. The product is CCc1nc2c(cnn2CC)c(NC2CCOCC2)c1CNC(=O)c1cccc(CN(C)Cc2ccc(F)c(-c3cccc(CN4CCNCC4)c3)c2)c1. The reactants are CCc1nc2c(cnn2CC)c(NC2CCOCC2)c1CNC(=O)c1cccc(CN(C)Cc2ccc(F)c(-c3cccc(CN4CCN(C(=O)OC(C)(C)C)CC4)c3)c2)c1, ClCCl, O=C(O)C(F)(F)F. RXN SMILES: [CH2:1]([CH3:2])[n:3]1[n:4][cH:5][c:6]2[c:7]1[n:8][c:9]([CH2:60][CH3:61])[c:10]([CH2:19][NH:20][C:21](=[O:22])[c:23]1[cH:24][c:25]([CH2:29][N:30]([CH3:31])[CH2:32][c:33]3[cH:34][cH:35][c:36]([F:59])[c:37](-[c:39]4[cH:40][c:41]([CH2:45][N:46]5[CH2:47][CH2:48][N:49]([C:52]([O:53][C:54]([CH3:55])([CH3:56])[CH3:57])=[O:58])[CH2:50][CH2:51]5)[cH:42][cH:43][cH:44]4)[cH:38]3)[cH:26][cH:27][cH:28]1)[c:11]2[NH:12][CH:13]1[CH2:14][CH2:15][O:16][CH2:17][CH2:18]1.[Cl:69][CH2:70][Cl:71].[F:62][C:63]([F:64])([F:65])[C:66]([OH:67])=[O:68]>>[CH2:1]([CH3:2])[n:3]1[n:4][cH:5][c:6]2[c:7]1[n:8][c:9]([CH2:60][CH3:61])[c:10]([CH2:19][NH:20][C:21](=[O:22])[c:23]1[cH:24][c:25]([CH2:29][N:30]([CH3:31])[CH2:32][c:33]3[cH:34][cH:35][c:36]([F:59])[c:37](-[c:39]4[cH:40][c:41]([CH2:45][N:46]5[CH2:47][CH2:48][NH:49][CH2:50][CH2:51]5)[cH:42][cH:43][cH:44]4)[cH:38]3)[cH:26][cH:27][cH:28]1)[c:11]2[NH:12][CH:13]1[CH2:14][CH2:15][O:16][CH2:17][CH2:18]1. Reactants: C(C)N1N=CC=2C1=NC=C(C2NC2CCOCC2)C(NO)=N (1-Ethyl-N-hydroxy-4-(tetrahydro-2H-pyran-4-ylamino)-1H-pyrazolo[3,4-b]pyridine-5-carboximidamide), COC1=CC=C(C=C1)CC(=O)O (4-methoxyphenylacetic acid). Product: C(C)N1N=CC2=C1N=CC(=C2NC2CCOCC2)C2=NOC(=N2)CC2=CC=C(C=C2)OC (1-Ethyl-5(5-{[4-(methyloxy)phenyl]methyl}-1,2,4-oxadiazol-3-yl)-N-(tetrahydro-2H-pyran-4-yl)-1H-pyrazolo[3,4-b]pyridin-4-amine). As a reaction SMILES: [CH2:1]([N:3]1[C:7]2=[N:8][CH:9]=[C:10]([C:19](=[NH:22])[NH:20][OH:21])[C:11]([NH:12][CH:13]3[CH2:18][CH2:17][O:16][CH2:15][CH2:14]3)=[C:6]2[CH:5]=[N:4]1)[CH3:2].[CH3:23][O:24][C:25]1[CH:30]=[CH:29][C:28]([CH2:31][C:32](O)=O)=[CH:27][CH:26]=1>>[CH2:1]([N:3]1[C:7]2[N:8]=[CH:9][C:10]([C:19]3[N:22]=[C:32]([CH2:31][C:28]4[CH:29]=[CH:30][C:25]([O:24][CH3:23])=[CH:26][CH:27]=4)[O:21][N:20]=3)=[C:11]([NH:12][CH:13]3[CH2:14][CH2:15][O:16][CH2:17][CH2:18]3)[C:6]=2[CH:5]=[N:4]1)[CH3:2]. Procedure: Prepared from Intermediate 138 and 4-methoxyphenylacetic acid using a similar process to that described for Example 189 using similar or the same number of moles of reagents and/or volumes of solvents. LCMS showed MH+=435; TRET=3.26 min Reactants: ClCC(=O)N1[C@@H](CC[C@@H]1C#C)C#N ((2S,5R)-1-(chloroacetyl)-5-ethynylpyrrolidine-2-carbonitrile), C1(CC1)N (cyclopropylamine). Solvent: C(C)#N (acetonitrile). Reaction conditions: time 8 hour. Product: C1(CC1)NCC(=O)N1[C@@H](CC[C@@H]1C#C)C#N ((2S,5R)-1-(N-cyclopropylglycyl)-5-ethynylpyrrolidine-2-carbonitrile). RXN SMILES: Cl[CH2:2][C:3]([N:5]1[C@@H:9]([C:10]#[CH:11])[CH2:8][CH2:7][C@H:6]1[C:12]#[N:13])=[O:4].[CH:14]1([NH2:17])[CH2:16][CH2:15]1>C(#N)C>[CH:14]1([NH:17][CH2:2][C:3]([N:5]2[C@@H:9]([C:10]#[CH:11])[CH2:8][CH2:7][C@H:6]2[C:12]#[N:13])=[O:4])[CH2:16][CH2:15]1. Procedure: To a stirred solution of Example 8D (0.045 g, 0.228 mmol) in acetonitrile (2 mL) at room temperature under nitrogen was added cyclopropylamine (0.032 ml, 0.457 mmol). The reaction mixture was stirred overnight and then concentrated under reduced pressure. The residue was flash chromatographed with 3% MeOH/CH2Cl2 to provide the desired compound as a pale yellow oil. MS m/z 218 (M+H)+; 1H NMR (300 MHz, DMSO-d6) δ 1.5-2 (4H, m), 2.11-2.21 (2H, m), 2.45-2.48 (2H, m), 3.78 (1H, d), 3.8-4.5 (2H, m), 4... As a reaction SMILES: OC1C=C(CN/C=C2\C(=O)NC(=O)C3C\2=CC(I)=CC=3)C=CC=1NC(=O)C1C=CC=CC=1.[NH2:33][C:34]1[CH:55]=[CH:54][C:37]([CH2:38][NH:39]/[CH:40]=[C:41]2\[C:42](=[O:53])[NH:43][C:44](=[O:52])[C:45]3[C:50]\2=[CH:49][C:48]([Br:51])=[CH:47][CH:46]=3)=[CH:36][C:35]=1[O:56][Si](C(C)C)(C(C)C)C(C)C.[Cl:67][CH:68]([Cl:72])[C:69](Cl)=[O:70]>>[Br:51][C:48]1[CH:49]=[C:50]2[C:45](=[CH:46][CH:47]=1)[C:44](=[O:52])[NH:43][C:42](=[O:53])/[C:41]/2=[CH:40]\[NH:39][CH2:38][C:37]1[CH:54]=[CH:55][C:34]([NH:33][C:69](=[O:70])[CH:68]([Cl:72])[Cl:67])=[C:35]([OH:56])[CH:36]=1. The reactants are OC1=C(C=CC(=C1)CN\C=C\1/C(NC(C2=CC=C(C=C12)I)=O)=O)NC(C1=CC=CC=C1)=O (N-[2-hydroxy-4-({[(Z)-(6-iodo-1,3-dioxo-2,3-dihydroisoquinolin-4(1H)-ylidene)methyl]amino}methyl)phenyl]benzamide), NC1=C(C=C(CN\C=C\2/C(NC(C3=CC=C(C=C23)Br)=O)=O)C=C1)O[Si](C(C)C)(C(C)C)C(C)C ((4Z)-4-[({4-amino-3-[(triisopropylsilyl)oxy]benzyl}amino)methylene]-6-bromoisoquinoline-1,3(2H,4H)-dione), ClC(C(=O)Cl)Cl (dichloroacetyl chloride). Product: BrC=1C=C2/C(/C(NC(C2=CC1)=O)=O)=C/NCC1=CC(=C(C=C1)NC(C(Cl)Cl)=O)O (N-[4-({[(Z)-(6-bromo-1,3-dioxo-2,3-dihydroisoquinolin-4(1H)-ylidene)methyl]amino}methyl)-2-hydroxyphenyl]-2,2-dichloroacetamide). Procedure details: Following the acetylation and desilylation procedure employed for the preparation of N-[2-hydroxy-4-({[(Z)-(6-iodo-1,3-dioxo-2,3-dihydroisoquinolin-4(1H)-ylidene)methyl]amino}methyl)phenyl]benzamide, (4Z)-4-[({4-amino-3-[(triisopropylsilyl)oxy]benzyl}amino)methylene]-6-bromoisoquinoline-1,3(2H,4H)-dione (60 mg, 0.11 mmol) is reacted with dichloroacetyl chloride (110 μL, 1.1 mmol). Following desilylation and precipitation, N-[4-({[(Z)-(6-bromo-1,3-dioxo-2,3-dihydroisoquinolin-4(1H)-ylidene)methyl... Reactants: C1(=CC=CC=C1)C (toluene), compound, Cl (hydrochloric acid), C(C)(=O)OC(C)=O (acetic anhydride). The reagents and catalysts are CN(C1=CC=NC=C1)C (4-dimethylaminopyridine). Solvent: N1=CC=CC=C1 (pyridine). Run at time 4 hour. The product is C(C)(=O)OC(CC1=CC2=CC=CC=C2C=C1)C (2-(2-acetoxypropyl)naphthalene). RXN SMILES: [C:1]1([CH3:7])[CH:6]=[CH:5][CH:4]=[CH:3][CH:2]=1.[C:8]([O:11][C:12](=[O:14])[CH3:13])(=O)[CH3:9].Cl>CN(C)C1C=CN=CC=1.N1C=CC=CC=1>[C:12]([O:11][CH:8]([CH3:9])[CH2:7][C:1]1[CH:6]=[CH:5][C:4]2[C:3](=[CH:6][CH:1]=[CH:2][CH:3]=2)[CH:2]=1)(=[O:14])[CH3:13]. Procedure: In a four-necked flask equipped with a thermometer and stirrer, were placed 15.1 g (0.08 mole) of the compound (XII-1) obtained in Preparation Example 1, 50 ml of toluene and 20 ml of pyridine, thereafter 10.2 g (0.1 mole) of acetic anhydride and 0.1 g of 4-dimethylaminopyridine was added thereto, and the resulting mixture was stirred at 40°-50° C. for 4 hours. After completion of the reaction, the reaction mixture was poured into 50 ml of 4N hydrochloric acid to conduct extraction and layer sep...